Dataset: the Open Reaction Database (ORD), a public repository of structured organic reaction records. Task: describe an organic reaction: reactants, conditions, products, and yield The reactants are Cl (HCl), COC1=NC=C(C(=O)OC)C=C1 (methyl 6-methoxynicotinate), [OH-].[Na+] (sodium hydroxide). Run in O1CCCC1 (tetrahydrofuran), O (water). Conditions: time 4 hour. The product is COC1=NC=C(C(=O)O)C=C1 (6-Methoxynicotinic Acid). As a reaction SMILES: [CH3:1][O:2][C:3]1[CH:12]=[CH:11][C:6]([C:7]([O:9]C)=[O:8])=[CH:5][N:4]=1.[OH-].[Na+].Cl>O1CCCC1.O>[CH3:1][O:2][C:3]1[CH:12]=[CH:11][C:6]([C:7]([OH:9])=[O:8])=[CH:5][N:4]=1 |f:1.2|. Reported procedure: To a solution of methyl 6-methoxynicotinate (Avacado), 0.1 g (0.6 mmol) in 5 mL of tetrahydrofuran was added a solution of 1.2 mL of 5 N sodium hydroxide in 5 mL of water. The mixture was stirred for four hours at ambient temperature, acidified to pH=3 with 5 N HCl and concentrated to dryness to yield the crude desired compound. MS (ion spray) 154.0 (M+1). The crude product was carried on without further purification. The reactants are C1(CC1)C(CC(=O)OCC)C1=NC=NC(=C1)OC (ethyl 3-cyclopropyl-3-(6-methoxypyrimidin-4-yl)propanoate), [Cl-].[NH+]1=CC=CC=C1 (pyridinium chloride), C(O)([O-])=O.[Na+] (Sodium hydrogen carbonate). Solvent: C(C)#N (acetonitrile), CN(C)C=O (DMF). Conditions: temperature 130 celsius, time 20 minute. The product is C1(CC1)C(CC(=O)OCC)C1=NC=NC(=C1)O (ethyl 3-cyclopropyl-3-(6-hydroxypyrimidin-4-yl)propanoate). As a reaction SMILES: [CH:1]1([CH:4]([C:11]2[CH:16]=[C:15]([O:17]C)[N:14]=[CH:13][N:12]=2)[CH2:5][C:6]([O:8][CH2:9][CH3:10])=[O:7])[CH2:3][CH2:2]1.[Cl-].[NH+]1C=CC=CC=1.C(=O)([O-])O.[Na+]>CN(C=O)C.C(#N)C>[CH:1]1([CH:4]([C:11]2[CH:16]=[C:15]([OH:17])[N:14]=[CH:13][N:12]=2)[CH2:5][C:6]([O:8][CH2:9][CH3:10])=[O:7])[CH2:3][CH2:2]1 |f:1.2,3.4|. Procedure details: Under a nitrogen atmosphere, to a solution of ethyl 3-cyclopropyl-3-(6-methoxypyrimidin-4-yl)propanoate (entire amount) in DMF (15 mL) was added pyridinium chloride (25.9 g), and the mixture was stirred at 130° C. for 20 min. The reaction mixture was cooled to 0° C. and diluted with acetonitrile (20 mL). Sodium hydrogen carbonate (17.0 g) was added to the reaction mixture, the insoluble material was filtered off, and the solvent in the filtrate was evaporated under reduced pressure. The residue ... Reaction SMILES: Cl[C:2]1[S:6][C:5]([C:7](=[O:9])[CH3:8])=[CH:4][C:3]=1[N+:10]([O-:12])=[O:11].[F:13][C:14]1[C:19]([F:20])=[C:18]([Cl:21])[C:17]([F:22])=[C:16]([F:23])[C:15]=1[SH:24]>>[Cl:21][C:18]1[C:17]([F:22])=[C:16]([F:23])[C:15]([S:24][C:2]2[S:6][C:5]([C:7](=[O:9])[CH3:8])=[CH:4][C:3]=2[N+:10]([O-:12])=[O:11])=[C:14]([F:13])[C:19]=1[F:20]. Yield: 58.2%. Starting materials: ClC1=C(C=C(S1)C(C)=O)[N+](=O)[O-] (1-(5-chloro-4-nitro-2-thienyl)ethanone), FC1=C(C(=C(C(=C1F)Cl)F)F)S (2,3,5,6-tetrafluoro-4-chloro-benzenethiol). Reported procedure: Prepared by a similar procedure to that described for example 1 from the 1-(5-chloro-4-nitro-2-thienyl)ethanone (205 mg, 1.0 mmol) and 2,3,5,6-tetrafluoro-4-chloro-benzenethiol (216 mg, 0.98 mmol) to afford the title product as a solid (220 mg, 57% yield). 1H NMR (400 MHz, d6-DMSO) δ: 8.55 (1H, s), 3.37 (3H, s). MS m/z: 384.12, 386.12 [M+H]+. The product is ClC1=C(C(=C(C(=C1F)F)SC1=C(C=C(S1)C(C)=O)[N+](=O)[O-])F)F (1-(5-((4-chloro-2,3,5,6-tetrafluorophenyl)thio)-4-nitrothiophen-2-yl)ethanone). The reactants are CC(C)(CC=CC(=O)O)NC(=O)OC(C)(C)C, CNC(Cc1ccc2ccccc2c1)C(=O)N(C)C(Cc1ccccc1)C(=O)NN(C)C(C)=O, CCN=C=NCCCN(C)C, ClCCl, CCN(C(C)C)C(C)C, Cl, On1nnc2cccnc21. The product is CC(=O)N(C)NC(=O)C(Cc1ccccc1)N(C)C(=O)C(Cc1ccc2ccccc2c1)N(C)C(=O)C=CCC(C)(C)NC(=O)OC(C)(C)C. As a reaction SMILES: [C:1]([CH3:2])([CH3:3])([CH3:4])[O:5][C:6](=[O:7])[NH:8][C:9]([CH2:10][CH:11]=[CH:12][C:13](=[O:14])[OH:15])([CH3:16])[CH3:17].[C:40]([CH3:41])(=[O:42])[N:43]([NH:44][C:45]([CH:46]([CH2:47][c:48]1[cH:49][cH:50][cH:51][cH:52][cH:53]1)[N:54]([C:55]([CH:56]([CH2:57][c:58]1[cH:59][c:60]2[cH:61][cH:62][cH:63][cH:64][c:65]2[cH:66][cH:67]1)[NH:68][CH3:69])=[O:70])[CH3:71])=[O:72])[CH3:73].[CH2:29]([N:30]=[C:31]=[N:32][CH2:33][CH2:34][CH2:35][N:36]([CH3:37])[CH3:38])[CH3:39].[CH2:83]([Cl:84])[Cl:85].[CH:74]([N:75]([CH:76]([CH3:77])[CH3:78])[CH2:79][CH3:80])([CH3:81])[CH3:82].[ClH:28].[OH:18][n:19]1[c:20]2[n:21][cH:22][cH:23][cH:24][c:25]2[n:26][n:27]1>>[C:1]([CH3:2])([CH3:3])([CH3:4])[O:5][C:6](=[O:7])[NH:8][C:9]([CH2:10][CH:11]=[CH:12][C:13](=[O:15])[N:68]([CH:56]([C:55]([N:54]([CH:46]([C:45]([NH:44][N:43]([C:40]([CH3:41])=[O:42])[CH3:73])=[O:72])[CH2:47][c:48]1[cH:49][cH:50][cH:51][cH:52][cH:53]1)[CH3:71])=[O:70])[CH2:57][c:58]1[cH:59][c:60]2[cH:61][cH:62][cH:63][cH:64][c:65]2[cH:66][cH:67]1)[CH3:69])([CH3:16])[CH3:17]. Reactants: COC(=O)[C@H]1N(CC=2C=C3C(=CC2C1)OC[C@@H](O3)C3=CC=C(C=C3)O)[C@@H](CC)C3=CC=CC=C3 ((3S,8S)-3-(4-Hydroxy-phenyl)-7-((S)-1-phenyl-propyl)-2,3,6,7,8,9-hexahydro-[1,4]dioxino[2,3-g]isoquinoline-8-carboxylic acid methyl ester), C1(CCCC1)CO (cyclopentylmethanol), ester. Product: C1(CCCC1)COC1=CC=C(C=C1)[C@@H]1OC=2C(=CC=3C[C@H](N(CC3C2)[C@@H](CC)C2=CC=CC=C2)C(=O)O)OC1 ((3S,8S)-3-(4-cyclopentylmethoxy-phenyl)-7-((S)-1-phenyl-propyl)-2,3,6,7,8,9-hexahydro-[1,4]dioxino[2,3-g]isoquinoline-8-carboxylic acid). RXN SMILES: C[O:2][C:3]([C@@H:5]1[CH2:14][C:13]2[CH:12]=[C:11]3[O:15][CH2:16][C@H:17]([C:19]4[CH:24]=[CH:23][C:22]([OH:25])=[CH:21][CH:20]=4)[O:18][C:10]3=[CH:9][C:8]=2[CH2:7][N:6]1[C@H:26]([C:29]1[CH:34]=[CH:33][CH:32]=[CH:31][CH:30]=1)[CH2:27][CH3:28])=[O:4].[CH:35]1([CH2:40]O)[CH2:39][CH2:38][CH2:37][CH2:36]1>>[CH:35]1([CH2:40][O:25][C:22]2[CH:23]=[CH:24][C:19]([C@H:17]3[CH2:16][O:15][C:11]4=[CH:12][C:13]5[CH2:14][C@@H:5]([C:3]([OH:2])=[O:4])[N:6]([C@H:26]([C:29]6[CH:30]=[CH:31][CH:32]=[CH:33][CH:34]=6)[CH2:27][CH3:28])[CH2:7][C:8]=5[CH:9]=[C:10]4[O:18]3)=[CH:20][CH:21]=2)[CH2:39][CH2:38][CH2:37][CH2:36]1. Procedure details: (3S,8S)-3-(4-Hydroxy-phenyl)-7-((S)-1-phenyl-propyl)-2,3,6,7,8,9-hexahydro-[1,4]dioxino[2,3-g]isoquinoline-8-carboxylic acid methyl ester (20 mg) was reacted with cyclopentylmethanol according to General Procedure K and the resulting ester was hydrolyzed according to General Procedure AB to provide (3S,8S)-3-(4-cyclopentylmethoxy-phenyl)-7-((S)-1-phenyl-propyl)-2,3,6,7,8,9-hexahydro-[1,4]dioxino[2,3-g]isoquinoline-8-carboxylic acid (18 mg). The title compound (17 mg) was prepared from (3S,8S)-3-... The reactants are N1(CCOCC1)C=1N=C2N(C(C1)=O)CC[C@H](N2)C(F)(F)F ((S)-2-morpholin-4-yl-8-trifluoromethyl-6,7,8,9-tetrahydropyrimido[1,2-a]pyrimidin-4-one), P(=O)([O-])([O-])[O-].[K+].[K+].[K+] (tripotassium phosphate), IC1=CC=CC=C1 (iodobenzene). The reagents and catalysts are [Cu](I)I (copper iodide). The solvent is CN(C=O)C (dimethylformamide). Run at temperature 150 celsius. Product: N1(CCOCC1)C=1N=C2N(C(C1)=O)CC[C@H](N2C2=CC=CC=C2)C(F)(F)F ((8S)-2-(morpholin-4-yl)-9-phenyl-8-(trifluoromethyl)-6,7,8,9-tetrahydro-4H-pyrimido[1,2-a]pyrimidin-4-one). RXN SMILES: [N:1]1([C:7]2[N:8]=[C:9]3[NH:17][C@H:16]([C:18]([F:21])([F:20])[F:19])[CH2:15][CH2:14][N:10]3[C:11](=[O:13])[CH:12]=2)[CH2:6][CH2:5][O:4][CH2:3][CH2:2]1.P([O-])([O-])([O-])=O.[K+].[K+].[K+].I[C:31]1[CH:36]=[CH:35][CH:34]=[CH:33][CH:32]=1>[Cu](I)I.CN(C)C=O>[N:1]1([C:7]2[N:8]=[C:9]3[N:17]([C:31]4[CH:36]=[CH:35][CH:34]=[CH:33][CH:32]=4)[C@H:16]([C:18]([F:20])([F:21])[F:19])[CH2:15][CH2:14][N:10]3[C:11](=[O:13])[CH:12]=2)[CH2:6][CH2:5][O:4][CH2:3][CH2:2]1 |f:1.2.3.4|. Reported procedure: In a microwave tube, 425 mg of (S)-2-morpholin-4-yl-8-trifluoromethyl-6,7,8,9-tetrahydropyrimido[1,2-a]pyrimidin-4-one (Example 1e) are introduced into 1 ml of dimethylformamide, 422 mg of tripotassium phosphate, 380 mg of copper iodide and 2 ml of iodobenzene. The mixture obtained is heated in a microwave oven for 30 minutes at 150° C. The reaction mixture is then centrifuged. The separated supernatant is then rinsed with ethyl acetate and then evaporated to dryness. The residue is taken up wit... The reactants are CC=1NC=C(N1)C(=O)O (2-methyl-1H-imidazole-4-carboxylic acid), N[C@H](CN1N=C(C=C1)C1=CC(=C(C#N)C(=C1)F)Cl)C ((S)-4-[1-(2-aminopropyl)-1H-pyrazol-3-yl]-2-chloro-6-fluorobenzonitrile). The product is ClC=1C=C(C=C(C1C#N)F)C1=NN(C=C1)C[C@H](C)NC(=O)C=1N=C(NC1)C ((S)—N-{1-[3-(3-Chloro-4-cyano-5-fluorophenyl)-1H-pyrazol-1-yl]propan-2-yl}-2-methyl-1H-imidazole-4-carboxamide). As a reaction SMILES: [CH3:1][C:2]1[NH:3][CH:4]=[C:5]([C:7]([OH:9])=O)[N:6]=1.[NH2:10][C@@H:11]([CH3:28])[CH2:12][N:13]1[CH:17]=[CH:16][C:15]([C:18]2[CH:25]=[C:24]([F:26])[C:21]([C:22]#[N:23])=[C:20]([Cl:27])[CH:19]=2)=[N:14]1>>[Cl:27][C:20]1[CH:19]=[C:18]([C:15]2[CH:16]=[CH:17][N:13]([CH2:12][C@@H:11]([NH:10][C:7]([C:5]3[N:6]=[C:2]([CH3:1])[NH:3][CH:4]=3)=[O:9])[CH3:28])[N:14]=2)[CH:25]=[C:24]([F:26])[C:21]=1[C:22]#[N:23]. Reported procedure: The title compound was prepared according to the method of Example 247 starting from 2-methyl-1H-imidazole-4-carboxylic acid and (S)-4-[1-(2-aminopropyl)-1H-pyrazol-3-yl]-2-chloro-6-fluorobenzonitrile (which can be prepared according to Example 34(c)). The crude product was purified by flash chromatography on silica gel by using CH2Cl2-MeOH as a gradient eluent (100:0-98:2) to give the product, which was triturated in diethyl ether at RT to afford the title compound. 1H NMR (400 MHz, DMSO-d6): 1... Reactants: CC#N, CCOC(=O)C(Cl)=Cc1cc(N2C(=O)C3=C(CCCC3)C2=O)ccc1Cl, N. Yields the product CCOC(=O)C(Cl)=Cc1cc(NC(=O)C2=C(C(N)=O)CCCC2)ccc1Cl. RXN SMILES: [CH3:28][C:29]#[N:30].[Cl:2][c:3]1[c:4]([CH:20]=[C:21]([C:22](=[O:23])[O:24][CH2:25][CH3:26])[Cl:27])[cH:5][c:6]([N:9]2[C:10](=[O:19])[C:11]3=[C:12]([C:13]2=[O:14])[CH2:15][CH2:16][CH2:17][CH2:18]3)[cH:7][cH:8]1.[NH3:1]>>[NH2:1][C:13]([C:12]1=[C:11]([C:10]([NH:9][c:6]2[cH:5][c:4]([CH:20]=[C:21]([C:22](=[O:23])[O:24][CH2:25][CH3:26])[Cl:27])[c:3]([Cl:2])[cH:8][cH:7]2)=[O:19])[CH2:18][CH2:17][CH2:16][CH2:15]1)=[O:14]. The reactants are O=C1CCC(=O)N1Br, O=C(OOC(=O)c1ccccc1)c1ccccc1, ClC(Cl)(Cl)Cl, COC(=O)c1cc2cccc(C)c2o1, O=C1CCC(=O)N1. The product is COC(=O)c1cc2cccc(CBr)c2o1. As a reaction SMILES: [Br:15][N:16]1[C:17](=[O:18])[CH2:19][CH2:20][C:21]1=[O:22].[C:23]([O:24][O:25][C:26](=[O:27])[c:28]1[cH:29][cH:30][cH:31][cH:32][cH:33]1)(=[O:34])[c:35]1[cH:36][cH:37][cH:38][cH:39][cH:40]1.[C:48]([Cl:49])([Cl:50])([Cl:51])[Cl:52].[CH3:1][c:2]1[cH:3][cH:4][cH:5][c:6]2[cH:7][c:8]([C:11](=[O:12])[O:13][CH3:14])[o:9][c:10]12.[O:41]=[C:42]1[NH:43][C:44](=[O:45])[CH2:46][CH2:47]1>>[CH2:1]([c:2]1[cH:3][cH:4][cH:5][c:6]2[cH:7][c:8]([C:11](=[O:12])[O:13][CH3:14])[o:9][c:10]12)[Br:15].